Dataset: the Open Reaction Database (ORD), a public repository of structured organic reaction records. Task: describe an organic reaction: reactants, conditions, products, and yield The reactants are FC=1C=C2C(C(=CN(C2=C(C1F)F)CCF)C(=O)O)=O (6,7,8-trifluoro-1-(2-fluoroethyl)-1,4-dihydro-4-oxo-3-quinolinecarboxylic acid), C(C)(C)(C)OC(=O)N[C@@H]1CNC[C@@H]1C (cis-3-t-butoxycarbonylamino-4-methylpyrrolidine), C1CCC2=NCCCN2CC1 (DBU). Solvent: C(C)#N (acetonitrile). The product is C(C)(C)(C)OC(=O)N[C@@H]1CN(C[C@@H]1C)C1=C(C=C2C(C(=CN(C2=C1F)CCF)C(=O)O)=O)F (7-(cis-3-t-Butoxycarbonylamino-4-methyl-1-pyrrolidinyl)-6,8-difluoro-1-(2-fluoroethyl)-1,4-dihydro-4-oxo-3-quinolinecarboxylic acid). Yield: 62.8%. Reaction SMILES: [F:1][C:2]1[CH:3]=[C:4]2[C:9](=[C:10]([F:13])[C:11]=1F)[N:8]([CH2:14][CH2:15][F:16])[CH:7]=[C:6]([C:17]([OH:19])=[O:18])[C:5]2=[O:20].[C:21]([O:25][C:26]([NH:28][C@H:29]1[C@@H:33]([CH3:34])[CH2:32][NH:31][CH2:30]1)=[O:27])([CH3:24])([CH3:23])[CH3:22].C1CCN2C(=NCCC2)CC1>C(#N)C>[C:21]([O:25][C:26]([NH:28][C@H:29]1[C@@H:33]([CH3:34])[CH2:32][N:31]([C:11]2[C:10]([F:13])=[C:9]3[C:4]([C:5](=[O:20])[C:6]([C:17]([OH:19])=[O:18])=[CH:7][N:8]3[CH2:14][CH2:15][F:16])=[CH:3][C:2]=2[F:1])[CH2:30]1)=[O:27])([CH3:24])([CH3:22])[CH3:23]. Reported procedure: A mixture of 6,7,8-trifluoro-1-(2-fluoroethyl)-1,4-dihydro-4-oxo-3-quinolinecarboxylic acid (0.5 g), anhydrous acetonitrile (5 ml), cis-3-t-butoxycarbonylamino-4-methylpyrrolidine (0.5 g) and DBU (0.27 g) was refluxed for an hour and then concentrated. The resulting residue was dissolved in chloroform and the solution was washed with 10% aqueous citric acid solution. After concentration of the chloroform layer, the resulting precipitate was triturated in water, and collected by filtration and wa... The reactants are COC=1C=C(C(=N)N)C=CC1OC (3,4-dimethoxy-benzamidine), ClC1=C(C=C(C#N)C#N)C=CC(=C1)Cl (2-(2,4-dichloro-benzylidene)-malononitrile). The product is NCC=1C(=NC(=NC1C1=C(C=C(C=C1)Cl)Cl)C1=CC(=C(C=C1)OC)OC)N (5-Aminomethyl-6-(2,4-dichloro-phenyl)-2-(3,4-dimethoxy-phenyl)-pyrimidin-4-ylamine). Reaction SMILES: [CH3:1][O:2][C:3]1[CH:4]=[C:5]([CH:9]=[CH:10][C:11]=1[O:12][CH3:13])[C:6]([NH2:8])=[NH:7].[Cl:14][C:15]1[CH:26]=[C:25]([Cl:27])[CH:24]=[CH:23][C:16]=1[CH:17]=[C:18]([C:21]#[N:22])[C:19]#[N:20]>>[NH2:22][CH2:21][C:18]1[C:19]([NH2:20])=[N:7][C:6]([C:5]2[CH:9]=[CH:10][C:11]([O:12][CH3:13])=[C:3]([O:2][CH3:1])[CH:4]=2)=[N:8][C:17]=1[C:16]1[CH:23]=[CH:24][C:25]([Cl:27])=[CH:26][C:15]=1[Cl:14]. Procedure details: The title compound, MS: m/e=405.3 (M+H+), was prepared from 3,4-dimethoxy-benzamidine and 2-(2,4-dichloro-benzylidene)-malononitrile in analogy to the process described in Example 11 as a solid.